describe an organic reaction: reactants, conditions, products, and yield From a dataset of the Open Reaction Database (ORD), a public repository of structured organic reaction records. The reactants are CC(C)=CCO, Clc1nsnc1-c1cccnc1, [H-], [Na+], C1CCOC1, O. The product is CC(C)=CCOc1nsnc1-c1cccnc1. RXN SMILES: [CH3:1][C:2](=[CH:3][CH2:4][OH:5])[CH3:6].[Cl:9][c:10]1[n:11][s:12][n:13][c:14]1-[c:15]1[cH:16][n:17][cH:18][cH:19][cH:20]1.[H-:7].[Na+:8].[O:22]1[CH2:23][CH2:24][CH2:25][CH2:26]1.[OH2:21]>>[CH3:1][C:2](=[CH:3][CH2:4][O:5][c:10]1[n:11][s:12][n:13][c:14]1-[c:15]1[cH:16][n:17][cH:18][cH:19][cH:20]1)[CH3:6]. Reactants: O=C(O)c1ccc2c(c1)S(=O)(=O)c1ccc(S)cc1CC2, O=C(O)c1ccc2c(c1)S(=O)(=O)c1ccccc1C=C2. Product: O=S1(=O)c2ccc(S)cc2CCc2ccc(CO)cc21. RXN SMILES: [SH:1][c:2]1[cH:3][cH:4][c:5]2[c:6]([cH:21]1)[CH2:7][CH2:8][c:9]1[c:10]([cH:14][c:15]([C:18](=[O:19])[OH:20])[cH:16][cH:17]1)[S:11]2(=[O:12])=[O:13].[cH:22]1[c:23]2[c:35]([cH:36][c:37]([C:38]([OH:39])=[O:40])[cH:41]1)[S:32](=[O:33])(=[O:34])[c:31]1[c:26]([cH:27][cH:28][cH:29][cH:30]1)[CH:25]=[CH:24]2>>[SH:1][c:2]1[cH:3][cH:4][c:5]2[c:6]([cH:21]1)[CH2:7][CH2:8][c:9]1[c:10]([cH:14][c:15]([CH2:18][OH:19])[cH:16][cH:17]1)[S:11]2(=[O:12])=[O:13].